This data is from the Open Reaction Database (ORD), a public repository of structured organic reaction records. The task is: describe an organic reaction: reactants, conditions, products, and yield Starting materials: BrC1=CC=C2C=CNC2=C1 (6-bromo-indole), N1C=CC2=C(C=CC=C12)C(=CC#N)C1=CC=CC=C1 (3-(1H-indol-4-yl)-3-phenyl-acrylonitrile). Product: N1C=CC2=CC=C(C=C12)C(=CC#N)C1=CC=CC=C1 (3-(1H-Indol-6-yl)-3-phenyl-acrylonitrile). Yield: 61.0%. As a reaction SMILES: Br[C:2]1[CH:10]=[C:9]2[C:5]([CH:6]=[CH:7][NH:8]2)=[CH:4][CH:3]=1.N1[C:19]2[C:14](=[C:15]([C:20](C3C=CC=CC=3)=[CH:21][C:22]#[N:23])[CH:16]=[CH:17][CH:18]=2)C=C1>>[NH:8]1[C:9]2[C:5](=[CH:4][CH:3]=[C:2]([C:20]([C:15]3[CH:16]=[CH:17][CH:18]=[CH:19][CH:14]=3)=[CH:21][C:22]#[N:23])[CH:10]=2)[CH:6]=[CH:7]1. Procedure details: 3-(1H-Indol-6-yl)-3-phenyl-acrylonitrile XII (1.46 g, 61% yield) was prepared from 6-bromo-indole using the procedure described for 3-(1H-indol-4-yl)-3-phenyl-acrylonitrile I.